The task is: describe an organic reaction: reactants, conditions, products, and yield. This data is from the Open Reaction Database (ORD), a public repository of structured organic reaction records. RXN SMILES: [CH3:30][C:31]#[N:32].[F:1][C:2]([c:3]1[cH:4][cH:5][c:6]([CH:7]=[O:8])[cH:9][cH:10]1)([F:11])[F:12].[Mg+2:13].[NH2:19][c:20]1[c:21]2[c:25]([cH:26][cH:27][cH:28]1)[C:24](=[O:29])[O:23][CH2:22]2.[O-:14][S:15](=[O:16])(=[O:17])[O-:18]>>[F:1][C:2]([c:3]1[cH:4][cH:5][c:6]([CH:7]=[N:19][c:20]2[c:21]3[c:25]([cH:26][cH:27][cH:28]2)[C:24](=[O:29])[O:23][CH2:22]3)[cH:9][cH:10]1)([F:11])[F:12]. Starting materials: CC#N, O=Cc1ccc(C(F)(F)F)cc1, [Mg+2], Nc1cccc2c1COC2=O, O=S(=O)([O-])[O-]. Product: O=C1OCc2c(N=Cc3ccc(C(F)(F)F)cc3)cccc21.